This data is from the Open Reaction Database (ORD), a public repository of structured organic reaction records. The task is: describe an organic reaction: reactants, conditions, products, and yield Reactants: C(C)OC(C1=CC=C(C=C1)N1C=C(C2=CC(=C(C=C12)F)OC)C#N)=O (4-(3-cyano-6-fluoro-5-methoxyindol-1-yl)benzoic acid ethyl ester), B(Br)(Br)Br (boron tribromide), O (water). The solvent is ClCCl (dichloromethane). Conditions: time 12 hour. The product is C(#N)C1=CN(C2=CC(=C(C=C12)O)F)C1=CC=C(C(=O)O)C=C1 (4-(3-cyano-6-fluoro-5-hydroxyindol-1-yl)benzoic acid). Isolated yield 41.9%. As a reaction SMILES: C([O:3][C:4](=[O:25])[C:5]1[CH:10]=[CH:9][C:8]([N:11]2[C:19]3[C:14](=[CH:15][C:16]([O:21]C)=[C:17]([F:20])[CH:18]=3)[C:13]([C:23]#[N:24])=[CH:12]2)=[CH:7][CH:6]=1)C.B(Br)(Br)Br.O>ClCCl>[C:23]([C:13]1[C:14]2[C:19](=[CH:18][C:17]([F:20])=[C:16]([OH:21])[CH:15]=2)[N:11]([C:8]2[CH:9]=[CH:10][C:5]([C:4]([OH:25])=[O:3])=[CH:6][CH:7]=2)[CH:12]=1)#[N:24]. Procedure details: To a solution of 4-(3-cyano-6-fluoro-5-methoxyindol-1-yl)benzoic acid ethyl ester (1.2 g) in dichloromethane (20 mL) was added boron tribromide (1.0 mol/L dichloromethane solution) (10 mL) in a dropwise manner under ice cooling, and this mixture was stirred at room temperature for 12 hours. This reaction mixture was poured into water, and this mixture was extracted with ethyl acetate, concentrated under reduced pressure to give the title compound (0.44 g). Starting materials: CC1(C)OB(C2=CCC(O[Si](C)(C)C(C)(C)C)CC2)OC1(C)C, COC(=O)c1cn(C)c2cc(Br)ccc12, Cc1ccccc1, COc1cccc(OC)c1-c1ccccc1P(C1CCCCC1)C1CCCCC1, [K+], [K+], [K+], CC(=O)[O-], CC(=O)[O-], O=P([O-])([O-])[O-], [Pd+2]. Product: COC(=O)c1cn(C)c2cc(C3=CCC(O[Si](C)(C)C(C)(C)C)CC3)ccc12. Reaction SMILES: [C:1]([CH3:2])([CH3:3])([CH3:4])[Si:5]([O:6][CH:7]1[CH2:8][CH:9]=[C:10]([B:13]2[O:14][C:15]([CH3:16])([CH3:17])[C:18]([CH3:19])([CH3:20])[O:21]2)[CH2:11][CH2:12]1)([CH3:22])[CH3:23].[CH3:24][O:25][C:26](=[O:27])[c:28]1[cH:29][n:30]([CH3:38])[c:31]2[cH:32][c:33]([Br:37])[cH:34][cH:35][c:36]12.[CH3:76][c:77]1[cH:78][cH:79][cH:80][cH:81][cH:82]1.[CH:47]1([P:48]([CH:49]2[CH2:50][CH2:51][CH2:52][CH2:53][CH2:54]2)[c:55]2[cH:56][cH:57][cH:58][cH:59][c:60]2-[c:61]2[c:62]([O:63][CH3:64])[cH:65][cH:66][cH:67][c:68]2[O:69][CH3:70])[CH2:71][CH2:72][CH2:73][CH2:74][CH2:75]1.[K+:44].[K+:45].[K+:46].[O-:84][C:85]([CH3:86])=[O:87].[O-:88][C:89]([CH3:90])=[O:91].[P:39]([O-:40])([O-:41])([O-:42])=[O:43].[Pd+2:83]>>[C:1]([CH3:2])([CH3:3])([CH3:4])[Si:5]([O:6][CH:7]1[CH2:8][CH:9]=[C:10]([c:33]2[cH:32][c:31]3[n:30]([CH3:38])[cH:29][c:28]([C:26]([O:25][CH3:24])=[O:27])[c:36]3[cH:35][cH:34]2)[CH2:11][CH2:12]1)([CH3:22])[CH3:23].